Dataset: the Open Reaction Database (ORD), a public repository of structured organic reaction records. Task: describe an organic reaction: reactants, conditions, products, and yield The reactants are CC(C)(C)OC(=O)N1CCN(c2ncc(Br)nc2Cl)CC1, [NH4+], [OH-], O. Yields the product CC(C)(C)OC(=O)N1CCN(c2ncc(Br)nc2N)CC1. As a reaction SMILES: [Br:1][c:2]1[n:3][c:4]([Cl:21])[c:5]([N:8]2[CH2:9][CH2:10][N:11]([C:14](=[O:15])[O:16][C:17]([CH3:18])([CH3:19])[CH3:20])[CH2:12][CH2:13]2)[n:6][cH:7]1.[NH4+:22].[OH-:23].[OH2:24]>>[Br:1][c:2]1[n:3][c:4]([NH2:22])[c:5]([N:8]2[CH2:9][CH2:10][N:11]([C:14](=[O:15])[O:16][C:17]([CH3:18])([CH3:19])[CH3:20])[CH2:12][CH2:13]2)[n:6][cH:7]1. Reactants: O=C([O-])O, CCNc1nc2c(N(Cc3ccc(OC)cc3)Cc3ccc(OC)cc3)nc3ccccc3c2n1CC(C)C, ClCCl, [Na+], [Na+], [OH-], O=C(O)C(F)(F)F. The product is CCNc1nc2c(N)nc3ccccc3c2n1CC(C)C. As a reaction SMILES: [C:49](=[O:50])([OH:51])[O-:52].[CH2:8]([CH3:9])[NH:10][c:11]1[n:12]([CH2:43][CH:44]([CH3:45])[CH3:46])[c:13]2[c:14]([c:15]([N:23]([CH2:24][c:25]3[cH:26][cH:27][c:28]([O:29][CH3:30])[cH:31][cH:32]3)[CH2:33][c:34]3[cH:35][cH:36][c:37]([O:38][CH3:39])[cH:40][cH:41]3)[n:16][c:17]3[cH:18][cH:19][cH:20][cH:21][c:22]23)[n:42]1.[Cl:54][CH2:55][Cl:56].[Na+:48].[Na+:53].[OH-:47].[OH:1][C:2]([C:3]([F:4])([F:5])[F:6])=[O:7]>>[CH2:8]([CH3:9])[NH:10][c:11]1[n:12]([CH2:43][CH:44]([CH3:45])[CH3:46])[c:13]2[c:14]([c:15]([NH2:23])[n:16][c:17]3[cH:18][cH:19][cH:20][cH:21][c:22]23)[n:42]1.